describe an organic reaction: reactants, conditions, products, and yield From a dataset of the Open Reaction Database (ORD), a public repository of structured organic reaction records. Reactants: O=C1CCC(=O)N1Br, ClCCl, COc1ccc(CCCO)cc1, c1ccc(P(c2ccccc2)c2ccccc2)cc1. The product is COc1ccc(CCCBr)cc1. RXN SMILES: [Br:32][N:33]1[C:34](=[O:35])[CH2:36][CH2:37][C:38]1=[O:39].[CH2:40]([Cl:41])[Cl:42].[CH3:1][O:2][c:3]1[cH:4][cH:5][c:6]([CH2:9][CH2:10][CH2:11][OH:12])[cH:7][cH:8]1.[c:13]1([P:14]([c:15]2[cH:16][cH:17][cH:18][cH:19][cH:20]2)[c:21]2[cH:22][cH:23][cH:24][cH:25][cH:26]2)[cH:27][cH:28][cH:29][cH:30][cH:31]1>>[CH3:1][O:2][c:3]1[cH:4][cH:5][c:6]([CH2:9][CH2:10][CH2:11][Br:32])[cH:7][cH:8]1. The solvent is C(Cl)Cl (methylene chloride). Product: C(C)C1C(CC(C(C(OC(C2CCCCN2C(C(C2(C(CC(C(C(CC(C(C(=C1)C)F)C)OC)O2)OC)C)O)=O)=O)=O)C(=CC2CC(C(CC2)O)OC)C)C)O)=O (17-Ethyl-20-fluoro-1,14-dihydroxy-12-[2'-(4"-hydroxy-3"-methoxycyclohexyl)-1'-methylvinyl]-23,25-dimethoxy-13,19,21,27-tetramethyl-11,28-dioxa-4-azatricyclo[22.3.1.04,9 ]octacos-18-ene-2,3,10,16-tetraone). Conditions: time 3 minute. RXN SMILES: [CH2:1]([CH:3]1[CH:29]=[C:28]([CH3:30])[CH:27](O)[CH:26]([CH3:32])[CH2:25][CH:24]([O:33][CH3:34])[CH:23]2[O:35][C:19]([OH:39])([CH:20]([CH3:38])[CH2:21][CH:22]2[O:36][CH3:37])[C:18](=[O:40])[C:17](=[O:41])[N:16]2[CH:11]([CH2:12][CH2:13][CH2:14][CH2:15]2)[C:10](=[O:42])[O:9][CH:8]([C:43]([CH3:61])=[CH:44][CH:45]2[CH2:50][CH2:49][CH:48]([O:51][Si](C(C)(C)C)(C)C)[CH:47]([O:59][CH3:60])[CH2:46]2)[CH:7]([CH3:62])[CH:6]([O:63][Si](C(C)(C)C)(C)C)[CH2:5][C:4]1=[O:71])[CH3:2].C(N(S(F)(F)[F:78])CC)C.C(=O)(O)[O-].[Na+].C(OCC)(=O)C>C(Cl)Cl>[CH2:1]([CH:3]1[CH:29]=[C:28]([CH3:30])[CH:27]([F:78])[CH:26]([CH3:32])[CH2:25][CH:24]([O:33][CH3:34])[CH:23]2[O:35][C:19]([OH:39])([CH:20]([CH3:38])[CH2:21][CH:22]2[O:36][CH3:37])[C:18](=[O:40])[C:17](=[O:41])[N:16]2[CH:11]([CH2:12][CH2:13][CH2:14][CH2:15]2)[C:10](=[O:42])[O:9][CH:8]([C:43]([CH3:61])=[CH:44][CH:45]2[CH2:50][CH2:49][CH:48]([OH:51])[CH:47]([O:59][CH3:60])[CH2:46]2)[CH:7]([CH3:62])[CH:6]([OH:63])[CH2:5][C:4]1=[O:71])[CH3:2] |f:2.3|. Reported procedure: To a stirred solution of 17-Ethyl-1,20-di-hydroxy-12-[2'-(4"-t-butyldimethylsilyloxy-3"-methoxycyclohexyl)-1'-methylvinyl]-14-t-butyldimethylsilyloxy-23,25-dimethoxy-13,19,21,27-tetramethyl-11,28-dioxa-4-azatricyclo[22.3.1.04,9 ]octacos-18-ene-2,3,10,16-tetraone in methylene chloride cooled to -78° C. was added diethylaminosulfur trifluoride. After 3 min., saturated sodium bicarbonate solution was added followed by ethyl acetate and the reaction mixture was allowed to warm to room temperature. T... Reactants: C(C)(=O)OCC (ethyl acetate), C(C)C1C(CC(C(C(OC(C2CCCCN2C(C(C2(C(CC(C(C(CC(C(C(=C1)C)O)C)OC)O2)OC)C)O)=O)=O)=O)C(=CC2CC(C(CC2)O[Si](C)(C)C(C)(C)C)OC)C)C)O[Si](C)(C)C(C)(C)C)=O (17-Ethyl-1,20-di-hydroxy-12-[2'-(4"-t-butyldimethylsilyloxy-3"-methoxycyclohexyl)-1'-methylvinyl]-14-t-butyldimethylsilyloxy-23,25-dimethoxy-13,19,21,27-tetramethyl-11,28-dioxa-4-azatricyclo[22.3.1.04,9 ]octacos-18-ene-2,3,10,16-tetraone), C([O-])(O)=O.[Na+] (sodium bicarbonate), C(C)N(CC)S(F)(F)F (diethylaminosulfur trifluoride). Reactants: FC(CS)(F)F (trifluoroethanethiol), [H-].[Na+] (sodium hydride), BrC=1C(=NC=CC1)C#N (3-bromo-2-cyanopyridine). Run in C1CCOC1 (THF). Conditions: temperature 50 celsius. The product is C(#N)C1=NC=CC=C1SCC(F)(F)F (2-Cyano-3-(2,2,2-trifluoroethylthio)pyridine). As a reaction SMILES: [H-].[Na+].[F:3][C:4]([F:8])([F:7])[CH2:5][SH:6].Br[C:10]1[C:11]([C:16]#[N:17])=[N:12][CH:13]=[CH:14][CH:15]=1>C1COCC1>[C:16]([C:11]1[C:10]([S:6][CH2:5][C:4]([F:8])([F:7])[F:3])=[CH:15][CH:14]=[CH:13][N:12]=1)#[N:17] |f:0.1|. Reported procedure: A suspension of sodium hydride (60% oil dispersion, 180 mg, 4.52 mmol) in dry THF (17 mL) under N2 was treated with trifluoroethanethiol (0.40 mL, 4.52 mmol) and the mixture was heated to 50° C. When gas evolution ceased (ca. 1 h), 3-bromo-2-cyanopyridine was added and the mixture was heated to reflux for 4 h. The solvent wag removed in vacuo and the residue was taken up in CH2Cl2 and filtered to remove precipitated sodium bromide. The filtrate was concentrated at reduced pressure to afford the ... Reactants: BrC1CCC(CC1)C1=CC(=C(C=C1)C1=CC(=C(C=C1)F)F)F (4-(4-bromocyclohexyl)-2,3',4'-trifluorobiphenyl), [Mg] (magnesium), BrCC[C@@H]1CC[Si@H](CC1)CCCC (trans-1-(2-bromoethyl)-4-n-butyl-4-silacyclohexane), P(=O)(OCC)(OCC)OCC (triethyl phosphate). The reagents and catalysts are [Cu]I (copper (I) iodide). Solvent: C1CCOC1 (THF), C1CCOC1 (THF). The product is C(CCC)[Si@@H]1CC[C@H](CC1)CC[C@@H]1CC[C@H](CC1)C1=CC(=C(C=C1)C1=CC(=C(C=C1)F)F)F (4-(trans-4-(2-(trans-4-n-butyl-4-silacyclohexyl)ethyl)cyclohexyl)-2,3',4'-trifluorobiphenyl). Yield: 72.6%. As a reaction SMILES: Br[CH:2]1[CH2:7][CH2:6][CH:5]([C:8]2[CH:13]=[CH:12][C:11]([C:14]3[CH:19]=[CH:18][C:17]([F:20])=[C:16]([F:21])[CH:15]=3)=[C:10]([F:22])[CH:9]=2)[CH2:4][CH2:3]1.[Mg].P(OCC)(OCC)(OCC)=O.Br[CH2:36][CH2:37][C@H:38]1[CH2:43][CH2:42][Si@H:41]([CH2:44][CH2:45][CH2:46][CH3:47])[CH2:40][CH2:39]1>[Cu]I.C1COCC1>[CH2:44]([Si@H:41]1[CH2:42][CH2:43][C@H:38]([CH2:37][CH2:36][C@H:2]2[CH2:7][CH2:6][C@H:5]([C:8]3[CH:13]=[CH:12][C:11]([C:14]4[CH:19]=[CH:18][C:17]([F:20])=[C:16]([F:21])[CH:15]=4)=[C:10]([F:22])[CH:9]=3)[CH2:4][CH2:3]2)[CH2:39][CH2:40]1)[CH2:45][CH2:46][CH3:47]. Reported procedure: 36.9 g (0.1 mol) of 4-(4-bromocyclohexyl)-2,3',4'-trifluorobiphenyl was dripped into a mixture of 2.5 g (0.11 mol) of magnesium and 300 ml of THF to obtain a Grignard's reagent. This solution was then dripped into a 500 ml THF solution of 0.5 g of triethyl phosphate, 0.1 g of copper (I) iodide and 26.3 g (0.1 mol) of trans-1-(2-bromoethyl)-4-n-butyl-4-silacyclohexane. After a conventional after treatment, 4-(trans-4-(2-(trans-4-n-butyl-4-silacyclohexyl)ethyl)cyclohexyl)-2,3',4'-trifluorobiphenyl... The product is CC(NC(=O)OCc1ccccc1)C(=O)Nc1cc(C2(c3ccccc3)CCN(C(=O)OC(C)(C)C)CC2)nn1C(C)(C)C. As a reaction SMILES: [C:1]([CH3:2])([CH3:3])([CH3:4])[O:5][C:6](=[O:7])[N:8]1[CH2:9][CH2:10][C:11]([c:14]2[cH:15][cH:16][cH:17][cH:18][cH:19]2)([c:20]2[n:21][n:22]([C:26]([CH3:27])([CH3:28])[CH3:29])[c:23]([NH2:25])[cH:24]2)[CH2:12][CH2:13]1.[C:30](=[O:31])([O:32][CH2:33][c:34]1[cH:35][cH:36][cH:37][cH:38][cH:39]1)[NH:40][CH:41]([CH3:42])[C:43](=[O:44])[OH:45].[ClH:51].[P:46]([Cl:47])([Cl:48])([Cl:49])=[O:50].[cH:52]1[cH:53][cH:54][n:55][cH:56][cH:57]1>>[C:1]([CH3:2])([CH3:3])([CH3:4])[O:5][C:6](=[O:7])[N:8]1[CH2:9][CH2:10][C:11]([c:14]2[cH:15][cH:16][cH:17][cH:18][cH:19]2)([c:20]2[n:21][n:22]([C:26]([CH3:27])([CH3:28])[CH3:29])[c:23]([NH:25][C:43]([CH:41]([NH:40][C:30](=[O:31])[O:32][CH2:33][c:34]3[cH:35][cH:36][cH:37][cH:38][cH:39]3)[CH3:42])=[O:44])[cH:24]2)[CH2:12][CH2:13]1. Reactants: CC(C)(C)OC(=O)N1CCC(c2ccccc2)(c2cc(N)n(C(C)(C)C)n2)CC1, CC(NC(=O)OCc1ccccc1)C(=O)O, Cl, O=P(Cl)(Cl)Cl, c1ccncc1. The reactants are CC1(C(=O)Nc2c[nH]c3ncc(Br)c(F)c23)CC1, CC(C)(C)OC(=O)NC1CCCNC1. Yields the product CC(C)(C)OC(=O)NC1CCCN(c2c(Br)cnc3[nH]cc(NC(=O)C4(C)CC4)c23)C1. RXN SMILES: [Br:1][c:2]1[c:3]([F:18])[c:4]2[c:5]([n:6][cH:7]1)[nH:8][cH:9][c:10]2[NH:11][C:12](=[O:13])[C:14]1([CH3:17])[CH2:15][CH2:16]1.[NH:19]1[CH2:20][CH:21]([NH:25][C:26]([O:27][C:28]([CH3:29])([CH3:30])[CH3:31])=[O:32])[CH2:22][CH2:23][CH2:24]1>>[Br:1][c:2]1[c:3]([N:19]2[CH2:20][CH:21]([NH:25][C:26]([O:27][C:28]([CH3:29])([CH3:30])[CH3:31])=[O:32])[CH2:22][CH2:23][CH2:24]2)[c:4]2[c:5]([n:6][cH:7]1)[nH:8][cH:9][c:10]2[NH:11][C:12](=[O:13])[C:14]1([CH3:17])[CH2:15][CH2:16]1. Starting materials: CO, O, O=S(=O)(O)O, O=C(O)c1ccc(C(=O)O)nc1. Yields the product COC(=O)c1ccc(C(=O)O)cn1. As a reaction SMILES: [CH3:19][OH:20].[OH2:18].[S:13](=[O:14])(=[O:15])([OH:16])[OH:17].[n:1]1[c:2]([C:10](=[O:11])[OH:12])[cH:3][cH:4][c:5]([C:7](=[O:8])[OH:9])[cH:6]1>>[n:1]1[c:2]([C:10]([O:11][CH3:19])=[O:12])[cH:3][cH:4][c:5]([C:7](=[O:8])[OH:9])[cH:6]1. Reaction SMILES: [N:1]1[CH:6]=CC=C[CH:2]=1.Cl.C([C:11]1[N:15]2[CH2:16][CH2:17][CH2:18][N:19]=[C:14]2SC=1C(Cl)=O)CC.C(SC1C=CC(N)=CC=1)CCCCCC>CN(C)C=O>[CH3:11][NH:15][C:16]1[CH:2]=[N:1][CH:6]=[C:18]([NH:19][CH3:14])[CH:17]=1 |f:1.2|. Reactants: Cl.C(CC)C1=C(SC=2N1CCCN2)C(=O)Cl (3-propyl-6,7-dihydro-5H-thiazolo[3,2-a]pyrimidine-2-carbonylchloride hydrochloride), N1=CC=CC=C1 (pyridine), C(CCCCCC)SC1=CC=C(N)C=C1 (4-n-heptylthioaniline). The product is CNC=1C=NC=C(C1)NC (3,5-dimethylaminopyridine). Run in CN(C=O)C (dimethylformamide). Procedure: In the mixture of 50 ml of pyridine and 5 ml of dimethylformamide was suspended 1.07 g of 3-propyl-6,7-dihydro-5H-thiazolo[3,2-a]pyrimidine-2-carbonylchloride hydrochloride (described in Example 13). To the suspension were added 850 mg of 4-n-heptylthioaniline obtained in Reference Example 6, and 56 mg of 3,5-dimethylaminopyridine, followed by stirring at 70° C. for 12 hours. The reaction mixture was concentrated and to the concentrate was added saturated sodium hydrogencarbonate aqueous solutio... Reactants: CC1=CC(=O)OC1=O, CC(=O)O, Nc1cccc(Cc2n[nH]c(=O)c3ccccc23)c1, O. The product is CC1=CC(=O)N(c2cccc(Cc3n[nH]c(=O)c4ccccc34)c2)C1=O. RXN SMILES: [CH3:20][C:21]1=[CH:25][C:24](=[O:26])[O:23][C:22]1=[O:27].[CH3:28][C:29](=[O:30])[OH:31].[NH2:1][c:2]1[cH:3][c:4]([CH2:5][c:6]2[n:7][nH:8][c:9](=[O:16])[c:10]3[cH:11][cH:12][cH:13][cH:14][c:15]23)[cH:17][cH:18][cH:19]1.[OH2:32]>>[N:1]1([c:2]2[cH:3][c:4]([CH2:5][c:6]3[n:7][nH:8][c:9](=[O:16])[c:10]4[cH:11][cH:12][cH:13][cH:14][c:15]34)[cH:17][cH:18][cH:19]2)[C:22](=[O:27])[C:21]([CH3:20])=[CH:25][C:24]1=[O:23]. Reactants: CS(=O)(=O)OCC1CCN(CC1)C(=O)OC(C)C (1-methylethyl 4-{[(methylsulfonyl)oxy]methyl}-1-piperidinecarboxylate), C(=O)([O-])[O-].[K+].[K+] (K2CO3), BrC=1N=CC(=NC1)O (5-bromo-2-pyrazinol), O (water). Run in CN(C)C=O (DMF). Reaction conditions: temperature 70 celsius. The product is BrC=1N=CC(=NC1)OCC1CCN(CC1)C(=O)OC(C)C (1-methylethyl 4-{[(5-bromo-2-pyrazinyl)oxy]methyl}-1-piperidinecarboxylate). Reaction SMILES: [Br:1][C:2]1[N:3]=[CH:4][C:5]([OH:8])=[N:6][CH:7]=1.CS(O[CH2:14][CH:15]1[CH2:20][CH2:19][N:18]([C:21]([O:23][CH:24]([CH3:26])[CH3:25])=[O:22])[CH2:17][CH2:16]1)(=O)=O.C([O-])([O-])=O.[K+].[K+].O>CN(C=O)C>[Br:1][C:2]1[N:3]=[CH:4][C:5]([O:8][CH2:14][CH:15]2[CH2:20][CH2:19][N:18]([C:21]([O:23][CH:24]([CH3:26])[CH3:25])=[O:22])[CH2:17][CH2:16]2)=[N:6][CH:7]=1 |f:2.3.4|. Procedure: A mixture of 5-bromo-2-pyrazinol (and tautomers thereof) (0.2 g, 1.14 mmol), 1-methylethyl 4-{[(methylsulfonyl)oxy]methyl}-1-piperidinecarboxylate (prepared as in Example 131, Step 4, 0.51 g, 1.71 mmol) and K2CO3 (0.32 g, 2.29 mmol) in DMF (12 mL) was stirred at ambient temperature for 30 min, then heated at 70° C. overnight. The mixture was cooled to ambient temperature and poured into water, and then extracted with EtOAc (60 mL×2). The combined organic extract was washed with water, brine and ...